This data is from the Open Reaction Database (ORD), a public repository of structured organic reaction records. The task is: describe an organic reaction: reactants, conditions, products, and yield Reactants: FC=1C=C(C=CC1[N+](=O)[O-])OC (3-fluoro-4-nitroanisole), Cl (HCl), ice, C(#N)CC(=O)OCC (ethyl cyanoacetate), CC(C)([O-])C.[K+] (potassium tert-butoxide). Solvent: O (H2O), C1CCOC1 (THF). Conditions: time 15 minute. Yields the product C(C)OC(C(C1=C(C=CC(=C1)OC)[N+](=O)[O-])C#N)=O (cyano-(5-methoxy-2-nitrophenyl)acetic acid ethyl ester). Yield: 107.2%. As a reaction SMILES: [C:1]([CH2:3][C:4]([O:6][CH2:7][CH3:8])=[O:5])#[N:2].CC(C)([O-])C.[K+].F[C:16]1[CH:17]=[C:18]([O:25][CH3:26])[CH:19]=[CH:20][C:21]=1[N+:22]([O-:24])=[O:23].Cl>C1COCC1.O>[CH2:7]([O:6][C:4](=[O:5])[CH:3]([C:1]#[N:2])[C:16]1[CH:17]=[C:18]([O:25][CH3:26])[CH:19]=[CH:20][C:21]=1[N+:22]([O-:24])=[O:23])[CH3:8] |f:1.2|. Reported procedure: To an ice-cold solution of ethyl cyanoacetate (10.9 mL, 102.4 mmol) in anhydrous THF (170 mL) under N2 is added of potassium tert-butoxide (12.07 g, 107.5 mmol). The formed white suspension is stirred for 15 min then treated with 3-fluoro-4-nitroanisole [Halfpenny, P. R.; Horwell, D. C.; Hughes, J.; Hunter, J. C.; Rees, D. C. J. Med. Chem. (1990), 33, 286-91] (8.86 g, 51.2 mmol). The suspension is heated at reflux for 1.5 h. The solution is poured into H2O; and the aqueous mixture is acidified t...